Task: describe an organic reaction: reactants, conditions, products, and yield. Dataset: the Open Reaction Database (ORD), a public repository of structured organic reaction records The reactants are ClCCl, NCCCCN1CCN(c2cncc(Cl)n2)CC1, O=C1OC(=O)C2CCCC1S2. Product: O=C1C2CCCC(S2)C(=O)N1CCCCN1CCN(c2cncc(Cl)n2)CC1. As a reaction SMILES: [CH2:30]([Cl:31])[Cl:32].[NH2:12][CH2:13][CH2:14][CH2:15][CH2:16][N:17]1[CH2:18][CH2:19][N:20]([c:23]2[n:24][c:25]([Cl:29])[cH:26][n:27][cH:28]2)[CH2:21][CH2:22]1.[S:1]1[CH:2]2[CH2:3][CH2:4][CH2:5][CH:6]1[C:7](=[O:8])[O:9][C:10]2=[O:11]>>[S:1]1[CH:2]2[CH2:3][CH2:4][CH2:5][CH:6]1[C:7](=[O:9])[N:12]([CH2:13][CH2:14][CH2:15][CH2:16][N:17]1[CH2:18][CH2:19][N:20]([c:23]3[n:24][c:25]([Cl:29])[cH:26][n:27][cH:28]3)[CH2:21][CH2:22]1)[C:10]2=[O:11]. Starting materials: O.NN (hydrazine hydrate), O.NN (hydrazine hydrate), OC1=C(C(=O)N(C)C)C=CC=C1[N+](=O)[O-] (2-Hydroxy-N,N-dimethyl-3-nitro-benzamide). Solvent: O (H2O), CCO.CC(=O)O (EtOH AcOH), CCOC(=O)C (EtOAc). Product: NC=1C(=C(C(=O)N(C)C)C=CC1)O (3-amino-2-hydroxy-N,N-dimethyl-benzamide). As a reaction SMILES: [OH:1][C:2]1[C:12]([N+:13]([O-])=O)=[CH:11][CH:10]=[CH:9][C:3]=1[C:4]([N:6]([CH3:8])[CH3:7])=[O:5].O.NN>CCO.CC(O)=O.O.CCOC(C)=O>[NH2:13][C:12]1[C:2]([OH:1])=[C:3]([CH:9]=[CH:10][CH:11]=1)[C:4]([N:6]([CH3:8])[CH3:7])=[O:5] |f:1.2,3.4|. Reported procedure: 67.5 g of 2-Hydroxy-N,N-dimethyl-3-nitro-benzamide are dissolved in 1000 ml of EtOH/AcOH 9/1 and degassed 4× by evacuating and purging with argon. 7.5 g of Ru/C are added and the mixture obtained is degassed 4× by evacuating and purging with argon. A reaction mixture obtained is heated to reflux and 25 ml of hydrazine hydrate are added slowly. At 1 hour intervals 3 further portions of 25 ml of hydrazine hydrate are added. A reaction mixture obtained is cooled to rt, filtered and washed with EtOH... The reactants are CC(C)C(=O)Nc1cccc(C2CCNCC2)c1, O=Cc1ccc2cc[nH]c2c1. Yields the product CC(C)C(=O)Nc1cccc(C2CCN(Cc3ccc4cc[nH]c4c3)CC2)c1. RXN SMILES: [CH3:12][CH:13]([C:14](=[O:15])[NH:16][c:17]1[cH:18][c:19]([CH:23]2[CH2:24][CH2:25][NH:26][CH2:27][CH2:28]2)[cH:20][cH:21][cH:22]1)[CH3:29].[nH:1]1[cH:2][cH:3][c:4]2[cH:5][cH:6][c:7]([CH:10]=[O:11])[cH:8][c:9]12>>[nH:1]1[cH:2][cH:3][c:4]2[cH:5][cH:6][c:7]([CH2:10][N:26]3[CH2:25][CH2:24][CH:23]([c:19]4[cH:18][c:17]([NH:16][C:14]([CH:13]([CH3:12])[CH3:29])=[O:15])[cH:22][cH:21][cH:20]4)[CH2:28][CH2:27]3)[cH:8][c:9]12. Reactants: BrC1=NC=CC=C1 (2-bromo-pyridine), C1(=CC=CC=C1)OB(O)O (phenylboric acid), C([O-])([O-])=O.[K+].[K+] (potassium carbonate), O (water). Reagents/catalysts: C(C)(=O)[O-].[Pd+2].C(C)(=O)[O-] (palladium acetate), C1(=CC=CC=C1)C(=C(C)P(C1CCCCC1)C1CCCCC1)C1=CC=CC=C1 (1,1-Diphenyl-2-(dicyclohexylphosphino)propene). Run in C1(=CC=CC=C1)C (toluene). Run at temperature 80 celsius, time 4 hour. Yields the product C1(=CC=CC=C1)C1=NC=CC=C1 (2-phenylpyridine). Yield: 85.1%. RXN SMILES: Br[C:2]1[CH:7]=[CH:6][CH:5]=[CH:4][N:3]=1.[C:8]1(OB(O)O)[CH:13]=[CH:12][CH:11]=[CH:10][CH:9]=1.C(=O)([O-])[O-].[K+].[K+].O>C([O-])(=O)C.[Pd+2].C([O-])(=O)C.C1(C(C2C=CC=CC=2)=C(P(C2CCCCC2)C2CCCCC2)C)C=CC=CC=1.C1(C)C=CC=CC=1>[C:8]1([C:2]2[CH:7]=[CH:6][CH:5]=[CH:4][N:3]=2)[CH:13]=[CH:12][CH:11]=[CH:10][CH:9]=1 |f:2.3.4,6.7.8|. Procedure: Into a reactor were introduced 0.79 g (5.0 mmol) of 2-bromo-pyridine, 0.73 g (6.0 mmol) of phenylboric acid, 1.38 g (10.0 mmol) of potassium carbonate, 11.2 mg (0.05 mmol) of palladium acetate, 39.1 mg (0.1 mmol) of the 1,1-diphenyl-2-(dicyclohexylphosphine)propene obtained in Example 2, 5.0 ml of water, and 15.0 ml of toluene under a nitrogen atmosphere. The resultant reaction mixture was stirred at 80° C. for 4 hours and then cooled. Thereafter, the solvent was removed under pressure. The conc... Starting materials: [K] (potassium), BrC=1C=C(C=CC1)C(F)(F)F (m-bromobenzotrifluoride), OC=1C=CC(=NC1)C (5-hydroxy-2-methylpyridine). Reagents/catalysts: [Cu] (copper). Run in CN(C=O)C (dimethylformamide), CC(=O)C (acetone). The product is FC(C=1C=C(OC=2C=CC(=NC2)C)C=CC1)(F)F (5-(m-trifluoromethylphenoxy)-2-methylpyridine). As a reaction SMILES: [K].[OH:2][C:3]1[CH:4]=[CH:5][C:6]([CH3:9])=[N:7][CH:8]=1.Br[C:11]1[CH:12]=[C:13]([C:17]([F:20])([F:19])[F:18])[CH:14]=[CH:15][CH:16]=1>CN(C)C=O.CC(C)=O.[Cu]>[F:18][C:17]([F:20])([F:19])[C:13]1[CH:12]=[C:11]([CH:16]=[CH:15][CH:14]=1)[O:2][C:3]1[CH:4]=[CH:5][C:6]([CH3:9])=[N:7][CH:8]=1 |^1:0|. Procedure: 3.68 g of a potassium salt of 5-hydroxy-2-methylpyridine was suspended in 10 ml of dimethylformamide, and 5.65 g of m-bromobenzotrifluoride and 300 mg of copper powders were added to the suspension, followed by allowing the mixture to react in a nitrogen stream at 120° C. for 15 hours while stirring. After cooling, the reaction mixture was diluted with 40 ml of acetone and filtered. The filtrate was immediately dried to solidify, and 100 ml of chloroform and 50 ml of water were added thereto. Th...